From a dataset of the Open Reaction Database (ORD), a public repository of structured organic reaction records. describe an organic reaction: reactants, conditions, products, and yield The reactants are OC1(CC(=O)OC(C1)CCC1=CC=C(C=C1)OCC1=CC=CC=C1)C (3-hydroxy-3-methyl-7-(p-benzyloxyphenyl)-5-heptanolide). Reagents/catalysts: [Pd] (palladium-charcoal). The solvent is C(C)(=O)OCC (ethyl acetate). Yields the product OC1(CC(=O)OC(C1)CCC1=CC=C(C=C1)O)C (3-Hydroxy-3-methyl-7-(p-hydroxyphenyl)-5-heptanolide). The yield is 61.6%. Reaction SMILES: [OH:1][C:2]1([CH3:25])[CH2:8][CH:7]([CH2:9][CH2:10][C:11]2[CH:16]=[CH:15][C:14]([O:17]CC3C=CC=CC=3)=[CH:13][CH:12]=2)[O:6][C:4](=[O:5])[CH2:3]1>C(OCC)(=O)C.[Pd]>[OH:1][C:2]1([CH3:25])[CH2:8][CH:7]([CH2:9][CH2:10][C:11]2[CH:12]=[CH:13][C:14]([OH:17])=[CH:15][CH:16]=2)[O:6][C:4](=[O:5])[CH2:3]1. Procedure: To a solution of 5.65 g of 3-hydroxy-3-methyl-7-(p-benzyloxyphenyl)-5-heptanolide in 50 ml of ethyl acetate was added 2.0 g of 5% palladium-charcoal and the mixture was subjected to a catalytic hydrogenation. After filtration the solvent was evaporated to give crystals, which were recrystallized from a mixture of n-hexane and acetone (5:1) affording 2.56 g of the desired compound melting at 135°-137° C. The reactants are CCO, CO, Cl, O=[N+]([O-])c1ccncc1NCc1ccc(F)cc1, [H][H], N, c1ccsc1. The product is Cl, Nc1ccncc1NCc1ccc(F)cc1. As a reaction SMILES: [CH3:28][CH2:29][OH:30].[CH3:31][OH:32].[ClH:1].[F:2][c:3]1[cH:4][cH:5][c:6]([CH2:9][NH:10][c:11]2[cH:12][n:13][cH:14][cH:15][c:16]2[N+:17]([O-:18])=[O:19])[cH:7][cH:8]1.[H:26][H:27].[NH3:25].[cH:20]1[cH:21][s:22][cH:23][cH:24]1>>[ClH:1].[F:2][c:3]1[cH:4][cH:5][c:6]([CH2:9][NH:10][c:11]2[cH:12][n:13][cH:14][cH:15][c:16]2[NH2:17])[cH:7][cH:8]1. The reactants are O (water), CC1=NN=C(S1)NC(CCCCC)=O (N-(5-Methyl-1,3,4-thiadiazol-2-yl)-hexanamide), solution, [OH-].[Na+] (sodium hydroxide), [H-].[Al+3].[Li+].[H-].[H-].[H-] (lithium aluminium hydride), O (water). Run in O1CCCC1 (THF), O1CCCC1 (tetrahydrofuran). The product is CC1=NN=C(S1)NCCCCCC (N-(5-Methyl-1,3,4-thiadiazol-2-yl)-hexylamine). As a reaction SMILES: [CH3:1][C:2]1[S:6][C:5]([NH:7][C:8](=O)[CH2:9][CH2:10][CH2:11][CH2:12][CH3:13])=[N:4][N:3]=1.[H-].[Al+3].[Li+].[H-].[H-].[H-].O.[OH-].[Na+]>O1CCCC1>[CH3:1][C:2]1[S:6][C:5]([NH:7][CH2:8][CH2:9][CH2:10][CH2:11][CH2:12][CH3:13])=[N:4][N:3]=1 |f:1.2.3.4.5.6,8.9|. Procedure: N-(5-Methyl-1,3,4-thiadiazol-2-yl)-hexanamide (16 g, 0.075 mole) was added portionwise to stirred tetrahydrofuran (THF) (120 ml) containing lithium aluminium hydride (2.9 g, 0.076 mole) at a temperature below 15° C. The mixture was stirred and refluxed for 2 hours. The mixture was cooled in ice and treated with water (2.9 ml) in THF (29 ml) followed by a 2 N solution of sodium hydroxide (2.9 ml) and water (5.8 ml). The mixture was then treated with `Supercel` and filtered. The filtrate was evapo...